From a dataset of the Open Reaction Database (ORD), a public repository of structured organic reaction records. describe an organic reaction: reactants, conditions, products, and yield Starting materials: CC(C)(C)OC(C(C(=O)OC(C)(C)C)C1=C(C(=C(C=C1)[N+](=O)[O-])OC1=CC(=CC(=C1)OC)C#N)F)=O (bis(1,1-dimethylethyl)(3-{[3-cyano-5-(methyloxy)phenyl]oxy}-2-fluoro-4-nitrophenyl)propanedioate), C(=O)(C(F)(F)F)O (TFA). The solvent is C(Cl)Cl (CH2Cl2). Product: C(#N)C=1C=C(C=C(C1)OC)OC=1C(=C(C=CC1[N+](=O)[O-])CC(=O)O)F ((3-{[3-cyano-5-(methyloxy)phenyl]oxy}-2-fluoro-4-nitrophenyl)acetic acid). Reaction SMILES: CC([O:5][C:6](=[O:36])[CH:7]([C:15]1[CH:20]=[CH:19][C:18]([N+:21]([O-:23])=[O:22])=[C:17]([O:24][C:25]2[CH:30]=[C:29]([O:31][CH3:32])[CH:28]=[C:27]([C:33]#[N:34])[CH:26]=2)[C:16]=1[F:35])C(OC(C)(C)C)=O)(C)C.C(O)(C(F)(F)F)=O>C(Cl)Cl>[C:33]([C:27]1[CH:26]=[C:25]([O:24][C:17]2[C:16]([F:35])=[C:15]([CH2:7][C:6]([OH:36])=[O:5])[CH:20]=[CH:19][C:18]=2[N+:21]([O-:23])=[O:22])[CH:30]=[C:29]([O:31][CH3:32])[CH:28]=1)#[N:34]. Procedure details: A solution of bis(1,1-dimethylethyl)(3-{[3-cyano-5-(methyloxy)phenyl]oxy}-2-fluoro-4-nitrophenyl)propanedioate (12.79 g, 25.5 mmol) in CH2Cl2 (25 ml) and TFA (25 ml, 324 mmol) was stirred at RT overnight. The reaction mixture was evaporated and the residue was dissolved in water and EtOAc. The aqueous layer was extracted with EtOAc. The organic layers were dried (Na2SO4), filtered, evaporated to give (3-{[3-cyano-5-(methyloxy)phenyl]oxy}-2-fluoro-4-nitrophenyl)acetic acid as a brown solid that w... Starting materials: C(C1=CC=CC=C1)OC1=CC(=C(C=C1)C1=CC(=C2CCCCN12)C(=O)N(C=1C=C2C(=NC1)N(C=C2)C)C2=CC=C(C=C2)O[Si](C)(C)C(C)(C)C)C(=O)N2CC1=CC=CC=C1C[C@H]2CN2CCOCC2 (3-[4-Benzyloxy-2-[(3S)-3-(morpholinomethyl)-3,4-dihydro-1H-isoquinoline-2-carbonyl]phenyl]-N-[4-[tert-butyl(dimethyl)silyl]oxyphenyl]-N-(1-methylpyrrolo[2,3-b]-pyridin-5-yl)-5,6,7,8-tetrahydroindolizine-1-carboxamide). Reagents/catalysts: [Pd] (Pd/C). Run in C(C)O (ethanol). Reaction conditions: time 15 hour. Product: [Si](C)(C)(C(C)(C)C)OC1=CC=C(C=C1)N(C(=O)C=1C=C(N2CCCCC12)C1=C(C=C(C=C1)O)C(=O)N1CC2=CC=CC=C2C[C@H]1CN1CCOCC1)C=1C=C2C(=NC1)N(C=C2)C (N-[4-[tert-Butyl(dimethyl)silyl]oxyphenyl]-3-[4-hydroxy-2-[(3S)-3-(morpholino-methyl)-3,4-dihydro-1H-isoquinoline-2-carbonyl]phenyl]-N-(1-methylpyrrolo[2,3-b]-pyridin-5-yl)-5,6,7,8-tetrahydroindolizine-1-carboxamide). Reaction SMILES: C([O:8][C:9]1[CH:14]=[CH:13][C:12]([C:15]2[N:23]3[C:18]([CH2:19][CH2:20][CH2:21][CH2:22]3)=[C:17]([C:24]([N:26]([C:37]3[CH:42]=[CH:41][C:40]([O:43][Si:44]([C:47]([CH3:50])([CH3:49])[CH3:48])([CH3:46])[CH3:45])=[CH:39][CH:38]=3)[C:27]3[CH:28]=[C:29]4[CH:35]=[CH:34][N:33]([CH3:36])[C:30]4=[N:31][CH:32]=3)=[O:25])[CH:16]=2)=[C:11]([C:51]([N:53]2[C@H:62]([CH2:63][N:64]3[CH2:69][CH2:68][O:67][CH2:66][CH2:65]3)[CH2:61][C:60]3[C:55](=[CH:56][CH:57]=[CH:58][CH:59]=3)[CH2:54]2)=[O:52])[CH:10]=1)C1C=CC=CC=1>C(O)C.[Pd]>[Si:44]([O:43][C:40]1[CH:41]=[CH:42][C:37]([N:26]([C:27]2[CH:28]=[C:29]3[CH:35]=[CH:34][N:33]([CH3:36])[C:30]3=[N:31][CH:32]=2)[C:24]([C:17]2[CH:16]=[C:15]([C:12]3[CH:13]=[CH:14][C:9]([OH:8])=[CH:10][C:11]=3[C:51]([N:53]3[C@H:62]([CH2:63][N:64]4[CH2:65][CH2:66][O:67][CH2:68][CH2:69]4)[CH2:61][C:60]4[C:55](=[CH:56][CH:57]=[CH:58][CH:59]=4)[CH2:54]3)=[O:52])[N:23]3[C:18]=2[CH2:19][CH2:20][CH2:21][CH2:22]3)=[O:25])=[CH:38][CH:39]=1)([C:47]([CH3:50])([CH3:49])[CH3:48])([CH3:46])[CH3:45]. Procedure: 0.9 g of Pd/C 10% is added to a solution, in 100 mL of ethanol, of 8.88 g (8.4 mmol) of the compound obtained in Step C, whilst bubbling through argon. The reaction mixture is placed under 1.2 bars of hydrogen at ambient temperature for 15 hours. The catalyst is filtered off and the solvent is evaporated off under reduced pressure to provide the title compound. Reactants: Cc1ccc2c(c1)C(=O)N1CCN(Cc3ccccc3)CC1C2, C=C[Sn](CCCC)(CCCC)CCCC, Cc1ccccc1, [Cl-], [Li+]. Yields the product C=Cc1ccc2c(c1)C(=O)N1CCN(Cc3ccccc3)CC1C2. As a reaction SMILES: [CH2:1]([c:2]1[cH:3][cH:4][cH:5][cH:6][cH:7]1)[N:8]1[CH2:9][CH:10]2[N:11]([C:12](=[O:21])[c:13]3[cH:14][c:15]([CH3:20])[cH:16][cH:17][c:18]3[CH2:19]2)[CH2:22][CH2:23]1.[CH2:24]([Sn:25]([CH2:26][CH2:27][CH2:28][CH3:29])([CH2:30][CH2:31][CH2:32][CH3:33])[CH:34]=[CH2:35])[CH2:36][CH2:37][CH3:38].[CH3:41][c:42]1[cH:43][cH:44][cH:45][cH:46][cH:47]1.[Cl-:39].[Li+:40]>>[CH2:1]([c:2]1[cH:3][cH:4][cH:5][cH:6][cH:7]1)[N:8]1[CH2:9][CH:10]2[N:11]([C:12](=[O:21])[c:13]3[cH:14][c:15]([CH:20]=[CH2:24])[cH:16][cH:17][c:18]3[CH2:19]2)[CH2:22][CH2:23]1. The reactants are Cl.C(C1=CC=CC=C1)OC1=CC=C(C=C1)NN (4-benzyloxyphenylhydrazine hydrochloride), Cl.C(C1=CC=CC=C1)OC1=CC=C(C=C1)NN (4-benzyloxyphenylhydrazine hydrochloride), C[O-].[Na+] (sodium methoxide). Run in CO (methanol). Yields the product C(C1=CC=CC=C1)OC1=CC=C(C=C1)NN (4-Benzyloxyphenylhydrazine). Yield: 66.5%. RXN SMILES: Cl.[CH2:2]([O:9][C:10]1[CH:15]=[CH:14][C:13]([NH:16][NH2:17])=[CH:12][CH:11]=1)[C:3]1[CH:8]=[CH:7][CH:6]=[CH:5][CH:4]=1.C[O-].[Na+]>CO>[CH2:2]([O:9][C:10]1[CH:11]=[CH:12][C:13]([NH:16][NH2:17])=[CH:14][CH:15]=1)[C:3]1[CH:4]=[CH:5][CH:6]=[CH:7][CH:8]=1 |f:0.1,2.3|. Procedure: A suspension of 4-benzyloxyphenylhydrazine hydrochloride (Intermediate C) (25.0 g) and 1.0 equiv of sodium methoxide in methanol (110 ml) was refluxed for 30 min. The reaction was cooled and the precipitate was collected by vacuum filtration. The crude material was washed with water, and ether and dried under vacuum to give 14.2 g of the desired product, m.p. 101-103° C. Procedure details: To a stirred solution of tetraethyl fluoromethylenediphosphonate (2.5 equiv.) in THF (0.27 M) cooled at −78° C. was added LDA solution (1.8 M in ethylbenzene/pentane/hexane, 2.0 equiv.). The resulting reaction mixture was warmed up to room temperature and stirred for 30 minutes, before it was cooled back down to −78° C. A solution of 5-amino-2-(4-methoxy-2-methylphenethyl)benzo[f][1,7]naphthyridine-8-carbaldehyde (2-2) (Example 9−Step 1) (1.0 equiv.) in THF (0.18 M) was added, and the reaction m... Reactants: [Li+].CC(C)[N-]C(C)C (LDA), FC(P(OCC)(OCC)=O)P(OCC)(OCC)=O (tetraethyl fluoromethylenediphosphonate), NC1=NC2=C(C=3C=C(C=NC13)CCC1=C(C=C(C=C1)OC)C)C=CC(=C2)C=O (5-amino-2-(4-methoxy-2-methylphenethyl)benzo[f][1,7]naphthyridine-8-carbaldehyde). Solvent: C1CCOC1 (THF), C1CCOC1 (THF). RXN SMILES: [F:1][CH:2]([P:11](=[O:18])([O:15][CH2:16][CH3:17])[O:12][CH2:13][CH3:14])P(=O)(OCC)OCC.[Li+].CC([N-]C(C)C)C.[NH2:27][C:28]1[C:37]2[N:36]=[CH:35][C:34]([CH2:38][CH2:39][C:40]3[CH:45]=[CH:44][C:43]([O:46][CH3:47])=[CH:42][C:41]=3[CH3:48])=[CH:33][C:32]=2[C:31]2[CH:49]=[CH:50][C:51]([CH:53]=O)=[CH:52][C:30]=2[N:29]=1>C1COCC1>[NH2:27][C:28]1[C:37]2[N:36]=[CH:35][C:34]([CH2:38][CH2:39][C:40]3[CH:45]=[CH:44][C:43]([O:46][CH3:47])=[CH:42][C:41]=3[CH3:48])=[CH:33][C:32]=2[C:31]2[CH:49]=[CH:50][C:51](/[CH:53]=[C:2](/[P:11](=[O:18])([O:12][CH2:13][CH3:14])[O:15][CH2:16][CH3:17])\[F:1])=[CH:52][C:30]=2[N:29]=1 |f:1.2|. Run at time 30 minute. The product is NC1=NC2=C(C=3C=C(C=NC13)CCC1=C(C=C(C=C1)OC)C)C=CC(=C2)/C=C(\F)/P(OCC)(OCC)=O ((E)-Diethyl 2-(5-amino-2-(4-methoxy-2-methylphenethyl)benzo[f][1,7]naphthyridin-8-yl)-1-fluorovinylphosphonate). The reactants are CN(C)C(=O)c1ccc(CCl)cc1, O=C(c1ccc(O)cc1)N1CCCC1CN1CCCC1. Yields the product CN(C)C(=O)c1ccc(COc2ccc(C(=O)N3CCCC3CN3CCCC3)cc2)cc1. RXN SMILES: [Cl:21][CH2:22][c:23]1[cH:24][cH:25][c:26]([C:27](=[O:28])[N:29]([CH3:30])[CH3:31])[cH:32][cH:33]1.[OH:1][c:2]1[cH:3][cH:4][c:5]([C:8](=[O:9])[N:10]2[CH:11]([CH2:15][N:16]3[CH2:17][CH2:18][CH2:19][CH2:20]3)[CH2:12][CH2:13][CH2:14]2)[cH:6][cH:7]1>>[O:1]([c:2]1[cH:3][cH:4][c:5]([C:8](=[O:9])[N:10]2[CH:11]([CH2:15][N:16]3[CH2:17][CH2:18][CH2:19][CH2:20]3)[CH2:12][CH2:13][CH2:14]2)[cH:6][cH:7]1)[CH2:22][c:23]1[cH:24][cH:25][c:26]([C:27](=[O:28])[N:29]([CH3:30])[CH3:31])[cH:32][cH:33]1. Reactants: ClC(Cl)(Cl)Cl, Cc1ccc(SCS(=O)c2ccccc2)cc1. The product is O=S(CSc1ccc(Cl)cc1)c1ccccc1. RXN SMILES: [Cl:18][C:19]([Cl:20])([Cl:21])[Cl:22].[c:1]1([S:7](=[O:8])[CH2:9][S:10][c:11]2[cH:12][cH:13][c:14]([CH3:17])[cH:15][cH:16]2)[cH:2][cH:3][cH:4][cH:5][cH:6]1>>[c:1]1([S:7](=[O:8])[CH2:9][S:10][c:11]2[cH:12][cH:13][c:14]([Cl:18])[cH:15][cH:16]2)[cH:2][cH:3][cH:4][cH:5][cH:6]1. Yields the product CN(C)C(=O)Nc1ccc(Nc2ccc(F)c(Cl)c2)c(C(F)(F)F)c1. Starting materials: CNC, O=C=Nc1ccc(Nc2ccc(F)c(Cl)c2)c(C(F)(F)F)c1. Reaction SMILES: [CH3:1][NH:2][CH3:3].[Cl:4][c:5]1[cH:6][c:7]([NH:12][c:13]2[c:14]([C:22]([F:23])([F:24])[F:25])[cH:15][c:16]([N:19]=[C:20]=[O:21])[cH:17][cH:18]2)[cH:8][cH:9][c:10]1[F:11]>>[CH3:1][N:2]([CH3:3])[C:20]([NH:19][c:16]1[cH:15][c:14]([C:22]([F:23])([F:24])[F:25])[c:13]([NH:12][c:7]2[cH:6][c:5]([Cl:4])[c:10]([F:11])[cH:9][cH:8]2)[cH:18][cH:17]1)=[O:21]. The reactants are [H-].[Na+] (Sodium hydride), O (water), N1(N=NC=C1)CCOCC1=CC=C(C=C1)O (4-(2-[1,2,3]triazol-1-yl-ethoxymethyl)-phenol), ClCC=1N=C(OC1)C=CC1=CC=C(C=C1)SC(F)(F)F (4-Chloromethyl-2-[2-(4-trifluoromethylsulfanyl-phenyl)-vinyl]-oxazole). Run in CN(C)C=O (DMF). Run at time 15 minute. The product is FC(F)(F)SC1=CC=C(C=C1)/C=C/C=1OC=C(N1)COC1=CC=C(COCCN2N=NC=C2)C=C1 (1-[2-(4-{2-[2-(E)-(4-Trifluoromethylsulfanyl-phenyl)-vinyl]-oxazol-4-ylmethoxy}-benzyloxy)-ethyl]-1H-[1,2,3]triazole). RXN SMILES: [H-].[Na+].[N:3]1([CH2:8][CH2:9][O:10][CH2:11][C:12]2[CH:17]=[CH:16][C:15]([OH:18])=[CH:14][CH:13]=2)[CH:7]=[CH:6][N:5]=[N:4]1.Cl[CH2:20][C:21]1[N:22]=[C:23]([CH:26]=[CH:27][C:28]2[CH:33]=[CH:32][C:31]([S:34][C:35]([F:38])([F:37])[F:36])=[CH:30][CH:29]=2)[O:24][CH:25]=1.O>CN(C=O)C>[F:38][C:35]([S:34][C:31]1[CH:32]=[CH:33][C:28](/[CH:27]=[CH:26]/[C:23]2[O:24][CH:25]=[C:21]([CH2:20][O:18][C:15]3[CH:14]=[CH:13][C:12]([CH2:11][O:10][CH2:9][CH2:8][N:3]4[CH:7]=[CH:6][N:5]=[N:4]4)=[CH:17][CH:16]=3)[N:22]=2)=[CH:29][CH:30]=1)([F:36])[F:37] |f:0.1|. Reported procedure: 25 mg (1.00 mmol) 95% Sodium hydride were given to a solution of 219 mg (1.00 mmol) 4-(2-[1,2,3]triazol-1-yl-ethoxymethyl)-phenol in 5.0 ml DMF and stirred for 15 min. 304 mg (1.00 mmol) 4-Chloromethyl-2-[2-(4-trifluoromethylsulfanyl-phenyl)-vinyl]-oxazole were added and stirring continued at r.t. overnight. After addition of 20 ml water the resulting precipitate was washed twice with 10 ml water, 2×10 ml methanol, diethyl ether and dried at 45° C. in vacuum. Yield 301 mg (60%) pale beige powder... The reactants are Cc1ccc(S(=O)(=O)OCC2Cc3c(F)ccc(-c4ccccc4C)c3O2)cc1, Cl, [N-]=[N+]=[N-], [N-]=[N+]=[N-], Cc1ccccc1-c1ccc(F)c2c1OC(CN=[N+]=[N-])C2, [Na+]. Product: Cc1ccccc1-c1ccc(F)c2c1OC(CN)C2. RXN SMILES: [CH3:1][c:2]1[cH:3][cH:4][c:5]([S:6]([O:7][CH2:8][CH:9]2[CH2:10][c:11]3[c:12]([F:13])[cH:14][cH:15][c:16](-[c:17]4[cH:18][cH:19][cH:20][cH:21][c:22]4[CH3:23])[c:24]3[O:25]2)(=[O:26])=[O:27])[cH:28][cH:29]1.[ClH:58].[N-:31]=[N+:32]=[N-:33].[N-:55]=[N+:56]=[N-:57].[N:34](=[N+:35]=[N-:36])[CH2:37][CH:38]1[O:39][c:40]2[c:41]([c:43]([F:54])[cH:44][cH:45][c:46]2-[c:47]2[c:48]([CH3:53])[cH:49][cH:50][cH:51][cH:52]2)[CH2:42]1.[Na+:30]>>[NH2:34][CH2:37][CH:38]1[O:39][c:40]2[c:41]([c:43]([F:54])[cH:44][cH:45][c:46]2-[c:47]2[c:48]([CH3:53])[cH:49][cH:50][cH:51][cH:52]2)[CH2:42]1.